Dataset: the Open Reaction Database (ORD), a public repository of structured organic reaction records. Task: describe an organic reaction: reactants, conditions, products, and yield Starting materials: [H-].[Al+3].[Li+].[H-].[H-].[H-] (lithium aluminum hydride), O=C1C[C@@H](CN1[C@H](C)C1=CC=CC=C1)C(=O)OC (methyl (3S)-5-oxo-1-[(1R)-1-phenylethyl]pyrrolidine-3-carboxylate). The solvent is COC1CCCC1 (cyclopentyl methyl ether). Conditions: time 15 minute. Yields the product C1(=CC=CC=C1)[C@@H](C)N1C[C@H](CC1)CO ({(3S)-1-[(1R)-1-phenylethyl]pyrrolidin-3-yl}methanol). Yield: 56.6%. RXN SMILES: [H-].[Al+3].[Li+].[H-].[H-].[H-].O=[C:8]1[N:12]([C@@H:13]([C:15]2[CH:20]=[CH:19][CH:18]=[CH:17][CH:16]=2)[CH3:14])[CH2:11][C@@H:10]([C:21](OC)=[O:22])[CH2:9]1>COC1CCCC1>[C:15]1([C@H:13]([N:12]2[CH2:8][CH2:9][C@H:10]([CH2:21][OH:22])[CH2:11]2)[CH3:14])[CH:16]=[CH:17][CH:18]=[CH:19][CH:20]=1 |f:0.1.2.3.4.5|. Reported procedure: To a slurry of lithium aluminum hydride (4.55 g, 120 mmol) in cyclopentyl methyl ether (100 ml) at 0° C. under nitrogen atmosphere was added methyl (3S)-5-oxo-1-[(1R)-1-phenylethyl]pyrrolidine-3-carboxylate (14.0 g, 56.5 mmol) dropwise. The resulting mixture was stirred for 15 minutes and gradually warmed to room temperature. After one hour, the reaction was quenched by the addition saturated sodium sulfate aqueous solution at 0° C. and the resulting solid materials were removed by filtration. C...